Task: describe an organic reaction: reactants, conditions, products, and yield. Dataset: the Open Reaction Database (ORD), a public repository of structured organic reaction records Reactants: COC(=O)C1=C(C)NC(C)=C(C(=O)O)C1c1cccc([N+](=O)[O-])c1, Cc1ccccc1, C(=NC1CCCCC1)=NC1CCCCC1, CC(O)C=Cc1ccc(Cc2ncc[nH]2)cc1. The product is COC(=O)C1=C(C)NC(C)=C(C(=O)OC(C)C=Cc2ccc(Cc3ncc[nH]3)cc2)C1c1cccc([N+](=O)[O-])c1. Reaction SMILES: [CH3:1][C:2]1=[C:7]([C:8](=[O:9])[OH:10])[CH:6]([c:11]2[cH:12][c:13]([N+:17](=[O:18])[O-:19])[cH:14][cH:15][cH:16]2)[C:5]([C:20](=[O:21])[O:22][CH3:23])=[C:4]([CH3:24])[NH:3]1.[CH3:57][c:58]1[cH:59][cH:60][cH:61][cH:62][cH:63]1.[CH:42]1([N:43]=[C:44]=[N:45][CH:46]2[CH2:47][CH2:48][CH2:49][CH2:50][CH2:51]2)[CH2:52][CH2:53][CH2:54][CH2:55][CH2:56]1.[nH:25]1[c:26]([CH2:30][c:31]2[cH:32][cH:33][c:34]([CH:37]=[CH:38][CH:39]([CH3:40])[OH:41])[cH:35][cH:36]2)[n:27][cH:28][cH:29]1>>[CH3:1][C:2]1=[C:7]([C:8](=[O:9])[O:10][CH:39]([CH:38]=[CH:37][c:34]2[cH:33][cH:32][c:31]([CH2:30][c:26]3[n:25][cH:29][cH:28][nH:27]3)[cH:36][cH:35]2)[CH3:40])[CH:6]([c:11]2[cH:12][c:13]([N+:17](=[O:18])[O-:19])[cH:14][cH:15][cH:16]2)[C:5]([C:20](=[O:21])[O:22][CH3:23])=[C:4]([CH3:24])[NH:3]1. Starting materials: CC(=O)[O-], CC(=O)[O-], CCCC[Sn](CCCC)(CCCC)c1cn(S(=O)(=O)c2ccc(C)cc2)nc1OCc1ccccc1, CCCC[Sn](CCCC)(CCCC)[Sn](CCCC)(CCCC)CCCC, CN(C)C=O, [Pd+2], Cc1ccc(S(=O)(=O)n2cc(I)cn2)cc1, c1ccc(P(c2ccccc2)c2ccccc2)cc1. The product is CCCC[Sn](CCCC)(CCCC)c1cnn(S(=O)(=O)c2ccc(C)cc2)c1. RXN SMILES: [C:103]([O-:104])(=[O:105])[CH3:106].[C:107]([O-:108])(=[O:109])[CH3:110].[CH2:1]([O:2][c:9]1[n:10][n:11]([S:27](=[O:28])(=[O:29])[c:30]2[cH:31][cH:32][c:33]([CH3:36])[cH:34][cH:35]2)[cH:12][c:13]1[Sn:14]([CH2:15][CH2:16][CH2:17][CH3:18])([CH2:19][CH2:20][CH2:21][CH3:22])[CH2:23][CH2:24][CH2:25][CH3:26])[c:3]1[cH:4][cH:5][cH:6][cH:7][cH:8]1.[CH2:53]([Sn:54]([CH2:55][CH2:56][CH2:57][CH3:58])([CH2:59][CH2:60][CH2:61][CH3:62])[Sn:63]([CH2:64][CH2:65][CH2:66][CH3:67])([CH2:68][CH2:69][CH2:70][CH3:71])[CH2:72][CH2:73][CH2:74][CH3:75])[CH2:76][CH2:77][CH3:78].[O:98]=[CH:99][N:100]([CH3:101])[CH3:102].[Pd+2:111].[c:37]1([CH3:38])[cH:39][cH:40][c:41]([S:42]([n:43]2[cH:44][c:45]([I:46])[cH:47][n:48]2)(=[O:49])=[O:50])[cH:51][cH:52]1.[c:79]1([P:80]([c:81]2[cH:82][cH:83][cH:84][cH:85][cH:86]2)[c:87]2[cH:88][cH:89][cH:90][cH:91][cH:92]2)[cH:93][cH:94][cH:95][cH:96][cH:97]1>>[cH:9]1[n:10][n:11]([S:27](=[O:28])(=[O:29])[c:30]2[cH:31][cH:32][c:33]([CH3:36])[cH:34][cH:35]2)[cH:12][c:13]1[Sn:14]([CH2:15][CH2:16][CH2:17][CH3:18])([CH2:19][CH2:20][CH2:21][CH3:22])[CH2:23][CH2:24][CH2:25][CH3:26]. The reactants are ClC1=CC=C(C=C1)C1(N=C(NC1(C)C1=CC=C(C=C1)Cl)C1=C(C=C(C=C1)C(C#N)(C)C)OCC)C (2-{4-[rac-(4S*,5R*)-4,5-bis-(4-chloro-phenyl)-4,5-dimethyl-4,5-dihydro-1H-imidazol-2-yl]-3-ethoxy-phenyl}-2-methyl-propionitrile), C(=O)(Cl)Cl (phosgene). Run in C(C)N(CC)CC (triethylamine). Product: ClC1=CC=C(C=C1)C1(N=C(N(C1(C)C1=CC=C(C=C1)Cl)C(=O)Cl)C1=C(C=C(C=C1)C(C)(C)C#N)OCC)C (rac-(4S*,5R*)-4,5-Bis-(4-chloro-phenyl)-2-[4-(cyano-dimethyl-methyl)-2-ethoxy-phenyl]-4,5-dimethyl-4,5-dihydro-imidazole-1-carbonyl chloride). Reaction SMILES: [Cl:1][C:2]1[CH:7]=[CH:6][C:5]([C:8]2([CH3:35])[C:12]([C:14]3[CH:19]=[CH:18][C:17]([Cl:20])=[CH:16][CH:15]=3)([CH3:13])[NH:11][C:10]([C:21]3[CH:26]=[CH:25][C:24]([C:27]([CH3:31])([CH3:30])[C:28]#[N:29])=[CH:23][C:22]=3[O:32][CH2:33][CH3:34])=[N:9]2)=[CH:4][CH:3]=1.[C:36](Cl)([Cl:38])=[O:37]>C(N(CC)CC)C>[Cl:1][C:2]1[CH:3]=[CH:4][C:5]([C:8]2([CH3:35])[C:12]([C:14]3[CH:15]=[CH:16][C:17]([Cl:20])=[CH:18][CH:19]=3)([CH3:13])[N:11]([C:36]([Cl:38])=[O:37])[C:10]([C:21]3[CH:26]=[CH:25][C:24]([C:27]([C:28]#[N:29])([CH3:30])[CH3:31])=[CH:23][C:22]=3[O:32][CH2:33][CH3:34])=[N:9]2)=[CH:6][CH:7]=1. Reported procedure: In a manner analogous to the method described in example 3, 2-{4-[rac-(4S*,5R*)-4,5-bis-(4-chloro-phenyl)-4,5-dimethyl-4,5-dihydro-1H-imidazol-2-yl]-3-ethoxy-phenyl}-2-methyl-propionitrile (example 17) was reacted with phosgene in the presence of triethylamine to give the title compound. The reactants are FC1=CC=C(C=C1)N1N=CC2=CC(=CC=C12)C(CC=O)(C)C (3-(1-(4-fluorophenyl)-1H-indazol-5-yl)-3-methylbutanal), CC(=O)C.OS(=O)(=O)O.O=[Cr](=O)=O (Jones' reagent). Solvent: CC(=O)C (acetone). Reaction conditions: temperature 0 celsius, time 30 minute. Product: FC1=CC=C(C=C1)N1N=CC2=CC(=CC=C12)C(CC(=O)O)(C)C (3-(1-(4-fluorophenyl)-1H-indazol-5-yl)-3-methylbutanoic acid). The yield is 43.0%. RXN SMILES: [F:1][C:2]1[CH:7]=[CH:6][C:5]([N:8]2[C:16]3[C:11](=[CH:12][C:13]([C:17]([CH3:22])([CH3:21])[CH2:18][CH:19]=[O:20])=[CH:14][CH:15]=3)[CH:10]=[N:9]2)=[CH:4][CH:3]=1.CC(C)=[O:25].OS(O)(=O)=O.O=[Cr](=O)=O>CC(C)=O>[F:1][C:2]1[CH:3]=[CH:4][C:5]([N:8]2[C:16]3[C:11](=[CH:12][C:13]([C:17]([CH3:22])([CH3:21])[CH2:18][C:19]([OH:25])=[O:20])=[CH:14][CH:15]=3)[CH:10]=[N:9]2)=[CH:6][CH:7]=1 |f:1.2.3|. Procedure details: To a stirred solution of the above 3-(1-(4-fluorophenyl)-1H-indazol-5-yl)-3-methylbutanal in acetone (3 mL) was added Jones' reagent (1 mL) dropwise at 0° C. The reaction mixture was stirred at 0° C. for 30 min before being concentrated under reduced pressure. The residue was neutralized with saturated aqueous sodium bicarbonate solution and 10% aqueous citric acid solution, and then extracted with ethyl acetate (3×10 mL). The combined ethyl acetate extracts were dried (Na2SO4), concentrated and... The reactants are BrC1=C(C=CC=C1)CC(=O)O (2-bromophenylacetic acid), ClC1=CC=C(N)C=C1 (4-chloroaniline). The product is ClC1=CC=C(C=C1)NC1=C(C=CC=C1)CC(=O)O (2-[(4-chlorophenyl)amino]phenylacetic acid). As a reaction SMILES: Br[C:2]1[CH:7]=[CH:6][CH:5]=[CH:4][C:3]=1[CH2:8][C:9]([OH:11])=[O:10].[Cl:12][C:13]1[CH:19]=[CH:18][C:16]([NH2:17])=[CH:15][CH:14]=1>>[Cl:12][C:13]1[CH:19]=[CH:18][C:16]([NH:17][C:2]2[CH:7]=[CH:6][CH:5]=[CH:4][C:3]=2[CH2:8][C:9]([OH:11])=[O:10])=[CH:15][CH:14]=1. Reported procedure: In the manner described in example 3, 2-bromophenylacetic acid was condensed with 4-chloroaniline to yield 2-[(4-chlorophenyl)amino]phenylacetic acid. Reactants: CCCCc1oc2ccccc2c1C(=O)NCc1ccc2c(-c3ccc(Cl)cc3)c(OC(Cc3ccccc3)C(=O)OC)ccc2c1, CO, Cl, [Na+], [OH-], O. Product: CCCCc1oc2ccccc2c1C(=O)NCc1ccc2c(-c3ccc(Cl)cc3)c(OC(Cc3ccccc3)C(=O)O)ccc2c1. As a reaction SMILES: [CH3:3][O:4][C:5]([CH:6]([CH2:7][c:8]1[cH:9][cH:10][cH:11][cH:12][cH:13]1)[O:14][c:15]1[c:16](-[c:42]2[cH:43][cH:44][c:45]([Cl:48])[cH:46][cH:47]2)[c:17]2[cH:18][cH:19][c:20]([CH2:25][NH:26][C:27](=[O:28])[c:29]3[c:30]([CH2:38][CH2:39][CH2:40][CH3:41])[o:31][c:32]4[c:33]3[cH:34][cH:35][cH:36][cH:37]4)[cH:21][c:22]2[cH:23][cH:24]1)=[O:49].[CH3:52][OH:53].[ClH:51].[Na+:2].[OH-:1].[OH2:50]>>[O:4]=[C:5]([CH:6]([CH2:7][c:8]1[cH:9][cH:10][cH:11][cH:12][cH:13]1)[O:14][c:15]1[c:16](-[c:42]2[cH:43][cH:44][c:45]([Cl:48])[cH:46][cH:47]2)[c:17]2[cH:18][cH:19][c:20]([CH2:25][NH:26][C:27](=[O:28])[c:29]3[c:30]([CH2:38][CH2:39][CH2:40][CH3:41])[o:31][c:32]4[c:33]3[cH:34][cH:35][cH:36][cH:37]4)[cH:21][c:22]2[cH:23][cH:24]1)[OH:49].